This data is from the Open Reaction Database (ORD), a public repository of structured organic reaction records. The task is: describe an organic reaction: reactants, conditions, products, and yield Isolated yield 92.0%. As a reaction SMILES: C[O:2][C:3](=[O:17])[C:4]1[CH:9]=[CH:8][CH:7]=[C:6]([N+:10]([O-:12])=[O:11])[C:5]=1[NH:13]C(=O)C.Cl>CCO>[NH2:13][C:5]1[C:6]([N+:10]([O-:12])=[O:11])=[CH:7][CH:8]=[CH:9][C:4]=1[C:3]([OH:17])=[O:2]. The reactants are COC(C1=C(C(=CC=C1)[N+](=O)[O-])NC(C)=O)=O (methyl-2-(acetylamino)-3-nitrobenzoate), Cl (hydrochloric acid). Solvent: CCO (EtOH). Procedure details: A solution of methyl-2-(acetylamino)-3-nitrobenzoate (2.6 g) in EtOH (50 ml) was treated with concentrated hydrochloric acid (10 ml) then heated at reflux for 16 h. The reaction mixture was cooled, reduced in vacuo and azeotroped with toluene (2×50 ml) to give 2-amino-3-nitrobenzoic acid (1.83 g) as a bright yellow solid. The product is NC1=C(C(=O)O)C=CC=C1[N+](=O)[O-] (2-amino-3-nitrobenzoic acid). Starting materials: CCCN(C)C(=O)c1cc(C(C)=O)cc(C(=O)OCC)c1, CCO, Cl, [Na+], [OH-]. The product is CCCN(C)C(=O)c1cc(C(C)=O)cc(C(=O)O)c1. RXN SMILES: [CH2:1]([CH3:2])[O:3][C:4]([c:5]1[cH:6][c:7]([C:8](=[O:9])[N:10]([CH2:11][CH2:12][CH3:13])[CH3:14])[cH:15][c:16]([C:18]([CH3:19])=[O:20])[cH:17]1)=[O:21].[CH3:25][CH2:26][OH:27].[ClH:24].[Na+:23].[OH-:22]>>[O:3]=[C:4]([c:5]1[cH:6][c:7]([C:8](=[O:9])[N:10]([CH2:11][CH2:12][CH3:13])[CH3:14])[cH:15][c:16]([C:18]([CH3:19])=[O:20])[cH:17]1)[OH:21].